From a dataset of the Open Reaction Database (ORD), a public repository of structured organic reaction records. describe an organic reaction: reactants, conditions, products, and yield Starting materials: OC=1C=C(C=O)C=CC1 (3-hydroxybenzaldehyde), CC(C)([O-])C.[K+] (potassium t-butoxide), BrC(C)C (2-bromopropane). Run in [Cl-].[Na+].O (brine), CS(=O)C (DMSO). Reaction conditions: time 20 minute. Product: C(C)(C)OC=1C=C(C=O)C=CC1 (3-isopropoxybenzaldehyde). The yield is 57.2%. As a reaction SMILES: [OH:1][C:2]1[CH:3]=[C:4]([CH:7]=[CH:8][CH:9]=1)[CH:5]=[O:6].[CH3:10][C:11](C)([O-])[CH3:12].[K+].BrC(C)C>CS(C)=O.[Cl-].[Na+].O>[CH:11]([O:1][C:2]1[CH:3]=[C:4]([CH:7]=[CH:8][CH:9]=1)[CH:5]=[O:6])([CH3:12])[CH3:10] |f:1.2,5.6.7|. Procedure: To a solution of 3-hydroxybenzaldehyde (6.00 g, 49.1 mmol) in DMSO (100 mL) was added potassium t-butoxide (6.34 g, 56.5 mmol) and the resulting mixture was stirred for 20 mins. A sample of 2-bromopropane (7.25 g, 59 mmol) was added and the reaction was stirred for 18 hrs. It was then diluted with brine (100 mL) and extracted with ethylacetate (3×125 mL). The organics were combined, dried with MgSO4 and concentrated. The resulting residue was chromatographed (silica gel, ether:hexanes, 10:90) to... Procedure: Diethyl N-(4-iodobenzoyl)-L-glutamate is prepared from 4-iodobenzoyl chloride and diethyl L-glutamate in 56% yield by the same method. m.p. 105°-106° C.; NMR (CDCl3, 300 MHz) delta 1.26 (t, 3H, J=7.2 Hz), 1.33 (t, 3H, J=7.2 Hz), 2.11-2.60 (m, 4H), 4.14 (q, 2H, J=7.2 Hz), 4.78 (m, 1H), 7.15 (d, 1H, J=7.2 Hz), 7.58 (d, 2H, J=8.4 Hz), 7.83 (d, 2H, J=8.4 Hz) The yield is 56.0%. As a reaction SMILES: [I:1][C:2]1[CH:10]=[CH:9][C:5]([C:6](Cl)=[O:7])=[CH:4][CH:3]=1.[NH2:11][C@H:12]([C:20]([O:22][CH2:23][CH3:24])=[O:21])[CH2:13][CH2:14][C:15]([O:17][CH2:18][CH3:19])=[O:16]>>[I:1][C:2]1[CH:10]=[CH:9][C:5]([C:6]([NH:11][C@H:12]([C:20]([O:22][CH2:23][CH3:24])=[O:21])[CH2:13][CH2:14][C:15]([O:17][CH2:18][CH3:19])=[O:16])=[O:7])=[CH:4][CH:3]=1. The reactants are IC1=CC=C(C(=O)Cl)C=C1 (4-iodobenzoyl chloride), N[C@@H](CCC(=O)OCC)C(=O)OCC (diethyl L-glutamate). Yields the product IC1=CC=C(C(=O)N[C@@H](CCC(=O)OCC)C(=O)OCC)C=C1 (Diethyl N-(4-iodobenzoyl)-L-glutamate). Run in CN(C)C=O (DMF). Reactants: C(C)OC(=O)N1CCC=2SC3=C(C2CC1)NC=C3 (4,5,7,8-Tetrahydro-3H-9-thia-3,6-diaza-cyclopenta[a]azulene-6-carboxylic acid ethyl ester), [H-].[Na+] (NaH), C(C)Br (ethyl bromide). Yield: 78.9%. The product is C(C)OC(=O)N1CCC=2SC3=C(C2CC1)N(C=C3)CC (3-Ethyl-4,5,7,8-tetrahydro-3H-9-thia-3,6-diaza-cyclopenta[a]azulene-6-carboxylic acid ethyl ester). Reaction SMILES: [CH2:1]([O:3][C:4]([N:6]1[CH2:15][CH2:14][C:13]2[C:12]3[NH:16][CH:17]=[CH:18][C:11]=3[S:10][C:9]=2[CH2:8][CH2:7]1)=[O:5])[CH3:2].[H-].[Na+].[CH2:21](Br)[CH3:22]>CN(C=O)C>[CH2:1]([O:3][C:4]([N:6]1[CH2:15][CH2:14][C:13]2[C:12]3[N:16]([CH2:21][CH3:22])[CH:17]=[CH:18][C:11]=3[S:10][C:9]=2[CH2:8][CH2:7]1)=[O:5])[CH3:2] |f:1.2|. Procedure: To a stirred solution of the product of Example 1, step (g) (0.068 g, 0.26 mmol) in DMF (4 ml) at 0° C. under argon was added NaH (60% dispersion by wt., 0.015 g, 0.39 mmol) followed by ethyl bromide (0.029 ml, 0.39 mmol). The reaction mixture was stirred at 0° C. for 2 hrs and then quenched by slow addition of saturated aqueous citric acid (40 ml). The aqueous mixture was extracted with DCM (3×). The combined DCM extracts were washed with water (2×), brine, dried (MgSO4), filtered, and solvent ... Conditions: temperature 0 celsius, time 2 hour. As a reaction SMILES: [Cl:1][C:2]1[N:3]=[CH:4][C:5]([NH2:8])=[N:6][CH:7]=1.[Br:9]N1C(=O)CCC1=O>ClCCl>[Br:9][C:4]1[C:5]([NH2:8])=[N:6][CH:7]=[C:2]([Cl:1])[N:3]=1. Product: BrC=1C(=NC=C(N1)Cl)N (3-Bromo-5-chloro-pyrazin-2-ylamine). Procedure details: A 250 ml round bottom flask was charged with 5-chloro-pyrazin-2-ylamine (1) (3 g, 23 mmol, N-bromosuccinimide (4 g, 23 mmol) and dichloromethane (100 ml) under nitrogen. The reaction mixture was refluxed for 1 h, then allowed to cool to room temperature and concentrated in vacuo. The compound was purified by flash chromatography, using as eluent pentane/EtOAc 0% to 50%, to give the title compound (3 g, 62%). 1H NMR (DMSo-d6) 6.8-6.9 (2H, brs), 8.0 (1H, s). MS (ES+): 210, 212. Reactants: ClC=1N=CC(=NC1)N (5-Chloro-pyrazin-2-ylamine), BrN1C(CCC1=O)=O (N-bromosuccinimide). The yield is 62.0%. Run in ClCCl (dichloromethane). Starting materials: [Al+3], Cc1csc(CCOCC(=O)O)c1, [H-], [H-], [H-], [H-], [Li+]. Product: Cc1csc(CCOCCO)c1. RXN SMILES: [Al+3:15].[CH3:1][c:2]1[cH:3][c:4]([CH2:7][CH2:8][O:9][CH2:10][C:11](=[O:12])[OH:13])[s:5][cH:6]1.[H-:14].[H-:17].[H-:18].[H-:19].[Li+:16]>>[CH3:1][c:2]1[cH:3][c:4]([CH2:7][CH2:8][O:9][CH2:10][CH2:11][OH:12])[s:5][cH:6]1.